Dataset: the Open Reaction Database (ORD), a public repository of structured organic reaction records. Task: describe an organic reaction: reactants, conditions, products, and yield Reactants: CCOC(C)=O, CS(C)=O, [Cl-], CC(OC1OCCN(CC#CCCl)C1c1ccc(F)cc1)c1cc(C(F)(F)F)cc(C(F)(F)F)c1, [N-]=[N+]=[N-], [NH4+], [Na+]. Product: CC(OC1OCCN(CC#CCN=[N+]=[N-])C1c1ccc(F)cc1)c1cc(C(F)(F)F)cc(C(F)(F)F)c1. Reaction SMILES: [CH3:42][CH2:43][O:44][C:45](=[O:46])[CH3:47].[CH3:48][S:49](=[O:50])[CH3:51].[Cl-:40].[F:1][C:2]([c:3]1[cH:4][c:5]([CH:13]([CH3:14])[O:15][CH:16]2[O:17][CH2:18][CH2:19][N:20]([CH2:29][C:30]#[C:31][CH2:32][Cl:33])[CH:21]2[c:22]2[cH:23][cH:24][c:25]([F:28])[cH:26][cH:27]2)[cH:6][c:7]([C:9]([F:10])([F:11])[F:12])[cH:8]1)([F:34])[F:35].[N-:37]=[N+:38]=[N-:39].[NH4+:41].[Na+:36]>>[F:1][C:2]([c:3]1[cH:4][c:5]([CH:13]([CH3:14])[O:15][CH:16]2[O:17][CH2:18][CH2:19][N:20]([CH2:29][C:30]#[C:31][CH2:32][N:37]=[N+:38]=[N-:39])[CH:21]2[c:22]2[cH:23][cH:24][c:25]([F:28])[cH:26][cH:27]2)[cH:6][c:7]([C:9]([F:10])([F:11])[F:12])[cH:8]1)([F:34])[F:35]. Reactants: CO (Methanol), C(C1=CC=CC=C1)N1N=CC2=CC(=CC=C12)NC1=NC=NN2C1=C(C(=C2)C(=O)OC)CC (Methyl 4-(1-benzyl-1H-indazol-5-ylamino)-5-ethylpyrrolo[2,1-f][1,2,4]triazine-6-carboxylate), O.[OH-].[Li+] (lithium hydroxide monohydrate). Solvent: O (water), C1CCOC1 (THF). The product is C(C1=CC=CC=C1)N1N=CC2=CC(=CC=C12)NC1=NC=NN2C1=C(C(=C2)C(=O)O)CC (4-(1-benzyl-1H-indazol-5-ylamino)-5-ethylpyrrolo[2,1-f][1,2,4]triazine-6-carboxylic acid). Isolated yield 59.0%. Reaction SMILES: [CH2:1]([N:8]1[C:16]2[C:11](=[CH:12][C:13]([NH:17][C:18]3[C:23]4=[C:24]([CH2:31][CH3:32])[C:25]([C:27]([O:29]C)=[O:28])=[CH:26][N:22]4[N:21]=[CH:20][N:19]=3)=[CH:14][CH:15]=2)[CH:10]=[N:9]1)[C:2]1[CH:7]=[CH:6][CH:5]=[CH:4][CH:3]=1.CO.O.[OH-].[Li+]>C1COCC1.O>[CH2:1]([N:8]1[C:16]2[C:11](=[CH:12][C:13]([NH:17][C:18]3[C:23]4=[C:24]([CH2:31][CH3:32])[C:25]([C:27]([OH:29])=[O:28])=[CH:26][N:22]4[N:21]=[CH:20][N:19]=3)=[CH:14][CH:15]=2)[CH:10]=[N:9]1)[C:2]1[CH:7]=[CH:6][CH:5]=[CH:4][CH:3]=1 |f:2.3.4|. Procedure details: Methyl 4-(1-benzyl-1H-indazol-5-ylamino)-5-ethylpyrrolo[2,1-f][1,2,4]triazine-6-carboxylate (51.3 g, 0.12 mol) was dissolved in THF (750 mL) and the solution added to a 2 L round bottomed flask equipped with a reflux condenser. Methanol (250 mL) was then added to the flask followed by a solution of lithium hydroxide monohydrate (60.8 g, 1.45 mol) in water (300 mL). The reaction was then heated to reflux for 20 hrs. HPLC analysis of the mixture after this time indicated that the reaction was comp...